This data is from the Open Reaction Database (ORD), a public repository of structured organic reaction records. The task is: describe an organic reaction: reactants, conditions, products, and yield Reactants: CN(/C=C/C(=O)C1=NN(C=CC1=O)C1=CC(=CC=C1)C(F)(F)F)C (3-((E)-3-Dimethylamino-acryloyl)-1-(3-trifluoromethyl-phenyl)-1H-pyridazin-4-one), FC1=C(C=CC=C1)NN (2-fluoro-phenylhydrazine). Product: FC1=C(C=CC=C1)N1N=CC=C1C1=NN(C=CC1=O)C1=CC(=CC=C1)C(F)(F)F (3-[2-(2-Fluoro-phenyl)-2H-pyrazol-3-yl]-1-(3-trifluoromethyl-phenyl)-1H-pyridazin-4-one). Isolated yield 57.0%. Reaction SMILES: C[N:2](C)/[CH:3]=[CH:4]/[C:5]([C:7]1[C:12](=[O:13])[CH:11]=[CH:10][N:9]([C:14]2[CH:19]=[CH:18][CH:17]=[C:16]([C:20]([F:23])([F:22])[F:21])[CH:15]=2)[N:8]=1)=O.[F:25][C:26]1[CH:31]=[CH:30][CH:29]=[CH:28][C:27]=1[NH:32]N>>[F:25][C:26]1[CH:31]=[CH:30][CH:29]=[CH:28][C:27]=1[N:32]1[C:5]([C:7]2[C:12](=[O:13])[CH:11]=[CH:10][N:9]([C:14]3[CH:19]=[CH:18][CH:17]=[C:16]([C:20]([F:23])([F:22])[F:21])[CH:15]=3)[N:8]=2)=[CH:4][CH:3]=[N:2]1. Procedure details: The product was obtained starting from 3-((E)-3-Dimethylamino-acryloyl)-1-(3-trifluoromethyl-phenyl)-1H-pyridazin-4-one (A-3) and 2-fluoro-phenylhydrazine according to the method described for Example 1 in 57% yield. Reactants: BrCc1ccccc1, ClCCl, CCOC(=O)C1CCCNC1. The product is CCOC(=O)C1CCCN(Cc2ccccc2)C1. Reaction SMILES: [Br:12][CH2:13][c:14]1[cH:15][cH:16][cH:17][cH:18][cH:19]1.[Cl:20][CH2:21][Cl:22].[NH:1]1[CH2:2][CH:3]([C:4](=[O:5])[O:6][CH2:7][CH3:8])[CH2:9][CH2:10][CH2:11]1>>[N:1]1([CH2:13][c:14]2[cH:15][cH:16][cH:17][cH:18][cH:19]2)[CH2:2][CH:3]([C:4](=[O:5])[O:6][CH2:7][CH3:8])[CH2:9][CH2:10][CH2:11]1. The reactants are ClC(Cl)(Br)C(Cl)(Cl)Br, [Li]CCCC, CN(C)S(=O)(=O)n1cccn1, C1CCOC1. Yields the product CN(C)S(=O)(=O)n1ccc(Br)n1. Reaction SMILES: [Br:17][C:18]([Cl:19])([Cl:20])[C:21]([Cl:22])([Cl:23])[Br:24].[CH2:12]([Li:13])[CH2:14][CH2:15][CH3:16].[CH3:1][N:2]([S:3](=[O:4])(=[O:5])[n:6]1[n:7][cH:8][cH:9][cH:10]1)[CH3:11].[O:25]1[CH2:26][CH2:27][CH2:28][CH2:29]1>>[CH3:1][N:2]([S:3](=[O:4])(=[O:5])[n:6]1[n:7][c:8]([Br:17])[cH:9][cH:10]1)[CH3:11]. Reactants: C(\C=C\C(=O)OCC)(=O)OCC (diethyl fumarate), C(C)OC(=C)OCC (ketene diethyl acetal), C(C)N(C(C)C)C(C)C (ethyldiisopropylamine), [Cl-].C(C(C)C)[Al+]CC(C)C (diisobutylaluminium chloride). The product is C(C)OC1([C@H]([C@@H](C1)C(=O)OCC)C(=O)OCC)OCC (Diethyl (±)-3,3-diethoxy-trans-1,2-cyclobutanedicarboxylate). Reaction SMILES: [C:1]([O:10][CH2:11][CH3:12])(=[O:9])/[CH:2]=[CH:3]/[C:4]([O:6][CH2:7][CH3:8])=[O:5].[CH2:13]([O:15][C:16]([O:18]CC)=C)[CH3:14].[CH2:21](N(C(C)C)C(C)C)[CH3:22].[Cl-].[CH2:31]([Al+]CC(C)C)C(C)C>>[CH2:11]([O:10][C:1]1([O:9][CH2:21][CH3:22])[CH2:31][C@@H:3]([C:4]([O:6][CH2:7][CH3:8])=[O:5])[C@@H:2]1[C:16]([O:15][CH2:13][CH3:14])=[O:18])[CH3:12] |f:3.4|. Procedure: By the method of Example 1, diethyl fumarate was reacted at -40° C. with 2 equivalents of ketene diethyl acetal in the presence of 0.2 equivalents of ethyldiisopropylamine and 2 equivalents of diisobutylaluminium chloride. 1H NMR analysis of the reaction mixture showed that the yield was quantitative. Reactants: [H-].[Na+] (Sodium hydride), C(C)(=O)OCC (Ethyl acetate), C(=O)(OC(C)(C)C)N[C@@H](CC(C)C)C(=O)O (Boc-L-leucine), CI (methyl iodide). The solvent is O (water), C(Cl)(Cl)Cl.CO (chloroform methanol), O1CCCC1 (tetrahydrofuran), C(Cl)(Cl)Cl.CO (chloroform methanol). Run at temperature 0 celsius, time 10 minute. Product: C(C)(C)(C)OC(=O)N([C@@H](CC(C)C)C(=O)O)C (t-Butyloxycarbonyl-N-Methyl-L-Leucine). RXN SMILES: [C:1]([NH:8][C@H:9]([C:14]([OH:16])=[O:15])[CH2:10][CH:11]([CH3:13])[CH3:12])([O:3][C:4]([CH3:7])([CH3:6])[CH3:5])=[O:2].CI.[H-].[Na+].[C:21](OCC)(=O)C>O1CCCC1.C(Cl)(Cl)Cl.CO.O>[C:4]([O:3][C:1]([N:8]([CH3:21])[C@H:9]([C:14]([OH:16])=[O:15])[CH2:10][CH:11]([CH3:12])[CH3:13])=[O:2])([CH3:5])([CH3:7])[CH3:6] |f:2.3,6.7|. Procedure: This was prepared by the method of Cheung and Benoitin (1977). In brief, Boc-L-leucine (5 g, 21.6 mmol) and methyl iodide (24.6 g, 172.8 mmol) were dissolved in anhydrous tetrahydrofuran (30 ml) and chilled to 0° C. Sodium hydride (0.26 g, 32.4 mmol) was added slowly with vigorous stirring to the solution over a period of 10 minutes. The reaction was allowed to proceed for a further 24 hours at room temperature. Ethyl acetate (50 ml) followed by water (20 ml) was added and the solution was reduc... Starting materials: N1(C=NC=C1)C(CCC)C1=CC=C(C=O)C=C1 (4-[1-(1-imidazolyl)butyl]-benzaldehyde), Cl.CNO (methylhydroxylamine hydrochloride), N1=CC=CC=C1 (pyridine), O (water). Run at time 8 hour. The product is CON=CC1=CC=C(C=C1)C(CCC)N1C=NC=C1 (1-[1-(4-methoxyiminomethylphenyl)-butyl]imidazole). RXN SMILES: [N:1]1([CH:6]([C:10]2[CH:17]=[CH:16][C:13]([CH:14]=O)=[CH:12][CH:11]=2)[CH2:7][CH2:8][CH3:9])[CH:5]=[CH:4][N:3]=[CH:2]1.Cl.C[NH:20][OH:21].O.N1C=CC=C[CH:24]=1>>[CH3:24][O:21][N:20]=[CH:14][C:13]1[CH:16]=[CH:17][C:10]([CH:6]([N:1]2[CH:5]=[CH:4][N:3]=[CH:2]2)[CH2:7][CH2:8][CH3:9])=[CH:11][CH:12]=1 |f:1.2|. Procedure: 0.5 g of 4-[1-(1-imidazolyl)-butyl]-benzaldehyde (of example 6) is dissolved with 0.42 g of O- methylhydroxylamine hydrochloride in 20 ml of pyridine and stirred overnight. It is poured into 100 ml of water and extracted with ethyl acetate. The organic phase is concentrated by evaporation in a vacuum and distilled on a bulb tube, boiling point 200° C./0.03 mbar. 0.39 g of 1-[1-(4-methoxyiminomethylphenyl)-butyl]imidazole is obtained. The reactants are [H][H] (hydrogen), ClC(=O)OCC (ethyl chloroformate), N1C(=NC2=CC=CC3=CC=CC1=C23)CO (2-perimidinemethanol), [H-].[Na+] (sodium hydride), C(OC)COC (dimethoxyethane). Solvent: O (water). Run at time 3 hour. The product is C1=CC(C2=CC=CC3=NC=4N(C1=C32)COC4)=O (3H-oxazolo[3,4-a]perimidine-3-one). RXN SMILES: [NH:1]1[C:12]2=[C:13]3[C:8](=[CH:9][CH:10]=[CH:11]2)[CH:7]=[CH:6][CH:5]=[C:4]3[N:3]=C1CO.[H-].[Na+].[H][H].Cl[C:21]([O:23][CH2:24][CH3:25])=O.C(COC)[O:27]C>O>[CH:11]1[C:12]2=[C:13]3[C:8](=[CH:7][CH:6]=[CH:5][C:4]3=[N:3][C:25]3[N:1]2[CH2:21][O:23][CH:24]=3)[C:9](=[O:27])[CH:10]=1 |f:1.2|. Reported procedure: Equivalent quantities of 2-perimidinemethanol and sodium hydride are heated for 1/2 hour in dimethoxyethane. After the evolution of hydrogen has stopped, ethyl chloroformate is added to the solution, and the resulting mixture is stirred for 3 hours, poured into water and the separated solid collected and recrystallized twice from dimethoxyethane to give the desired product, 1H, 3H-oxazolo[3,4-a]perimidine-3-one, m.p. 194°-195°. Reactants: NC=1C(=CC(=NC1)N[C@@H](CO)C1=CC=C(C=C1)F)NC1=NNC(=C1)C1CC1 ((R)-2-(5-amino-4-(5-cyclopropyl-1H-pyrazol-3-ylamino)pyridin-2-ylamino)-2-(4-fluorophenyl)ethanol), C(C)(=O)O.C(=N)N (formamidine acetate), C(=O)(O)[O-].[Na+] (NaHCO3), CCOC(=O)C (EtOAc). The solvent is CCO (EtOH). Reaction conditions: temperature 25 celsius. Product: C1(CC1)C1=CC(=NN1)N1C=NC=2C=NC(=CC21)N[C@@H](CO)C2=CC=C(C=C2)F ((2R)-2-(1-(5-Cyclopropyl-1H-pyrazol-3-yl)-1H-imidazo[4,5-c]pyridin-6-ylamino)-2-(4-fluorophenyl)ethanol). The yield is 153.0%. As a reaction SMILES: [NH2:1][C:2]1[C:3]([NH:19][C:20]2[CH:24]=[C:23]([CH:25]3[CH2:27][CH2:26]3)[NH:22][N:21]=2)=[CH:4][C:5]([NH:8][C@H:9]([C:12]2[CH:17]=[CH:16][C:15]([F:18])=[CH:14][CH:13]=2)[CH2:10][OH:11])=[N:6][CH:7]=1.[C:28](O)(=O)C.C(N)=N.C([O-])(O)=O.[Na+].CCOC(C)=O>CCO>[CH:25]1([C:23]2[NH:22][N:21]=[C:20]([N:19]3[C:3]4[CH:4]=[C:5]([NH:8][C@H:9]([C:12]5[CH:17]=[CH:16][C:15]([F:18])=[CH:14][CH:13]=5)[CH2:10][OH:11])[N:6]=[CH:7][C:2]=4[N:1]=[CH:28]3)[CH:24]=2)[CH2:27][CH2:26]1 |f:1.2,3.4|. Procedure: A mixture of (R)-2-(5-amino-4-(5-cyclopropyl-1H-pyrazol-3-ylamino)pyridin-2-ylamino)-2-(4-fluorophenyl)ethanol (Method 93, 0.14 g, 0.38 mmol) and formamidine acetate (0.079 g, 0.76 mmol) in EtOH (5 ml) was heated at reflux for 2 hours. After cooling to 25° C., the reaction mixture was treated with saturated NaHCO3 solution (10 ml) and EtOAc (30 ml). The organic layer was separated, washed with brine (10 ml), and dried over sodium sulfate. The solvent was removed under reduced pressure and the re... Starting materials: BrC=1C(=NN(C1)CC)C1=CC=C(N)C=C1 (4-(4-bromo-1-ethyl-1H-pyrazol-3-yl)aniline), CNC (dimethylamine), O1CCCC1 (tetrahydrofuran). Yields the product BrC=1C(=NN(C1)CC)C1=CC=C(C=C1)NC(N(C)C)=O (N′-[4-(4-bromo-1-ethyl-1H-pyrazol-3-yl)phenyl]-N,N-dimethylurea). As a reaction SMILES: [Br:1][C:2]1[C:3]([C:9]2[CH:15]=[CH:14][C:12]([NH2:13])=[CH:11][CH:10]=2)=[N:4][N:5]([CH2:7][CH3:8])[CH:6]=1.[CH3:16][NH:17][CH3:18].[O:19]1[CH2:23]CCC1>>[Br:1][C:2]1[C:3]([C:9]2[CH:15]=[CH:14][C:12]([NH:13][C:23](=[O:19])[N:17]([CH3:18])[CH3:16])=[CH:11][CH:10]=2)=[N:4][N:5]([CH2:7][CH3:8])[CH:6]=1. Procedure details: Following the procedure described in Example 5a with 4-(4-bromo-1-ethyl-1H-pyrazol-3-yl)aniline and 2 M dimethylamine in tetrahydrofuran provided the title compound. ESMS [M+H]+: 337.2 Reactants: 1,2,2-dimethyl-1-methoxy-3-[(dimethylphenylsilyl)oxy]propane, CC(CO)(COC)C (2,2-dimethyl-3-methoxy-1-propanol), C[Si](C1=CC=CC=C1)(C)Cl (dimethylphenylsilyl chloride). The product is CC(COC)(CO[Si](C1=CC=CC=C1)(C)C)C (2,2-dimethyl-1-methoxy-3-[(dimethylphenylsilyl)oxy]-propane). Reaction SMILES: [CH3:1][C:2]([CH3:8])([CH2:5][O:6][CH3:7])[CH2:3][OH:4].[CH3:9][Si:10](Cl)([CH3:17])[C:11]1[CH:16]=[CH:15][CH:14]=[CH:13][CH:12]=1>>[CH3:1][C:2]([CH3:8])([CH2:3][O:4][Si:10]([CH3:17])([CH3:9])[C:11]1[CH:16]=[CH:15][CH:14]=[CH:13][CH:12]=1)[CH2:5][O:6][CH3:7]. Reported procedure: According to the procedure as described in Example 1,2,2-dimethyl-1-methoxy-3-[(dimethylphenylsilyl)oxy]propane was prepared from intermediate 2,2-dimethyl-3-methoxy-1-propanol and reagent dimethylphenylsilyl chloride.